From a dataset of the Open Reaction Database (ORD), a public repository of structured organic reaction records. describe an organic reaction: reactants, conditions, products, and yield Reactants: Cc1ccc(S(=O)(=O)O)cc1, CO, Cc1c(O)cc(C(=O)O)cc1O. Yields the product COC(=O)c1cc(O)c(C)c(O)c1. As a reaction SMILES: [CH3:13][c:14]1[cH:15][cH:16][c:17]([S:18]([OH:19])(=[O:20])=[O:21])[cH:22][cH:23]1.[CH3:24][OH:25].[OH:1][c:2]1[cH:3][c:4]([C:5](=[O:6])[OH:7])[cH:8][c:9]([OH:12])[c:10]1[CH3:11]>>[OH:1][c:2]1[cH:3][c:4]([C:5](=[O:6])[O:7][CH3:13])[cH:8][c:9]([OH:12])[c:10]1[CH3:11]. The reactants are O=C(Cl)c1cccc(C(F)(F)F)c1, c1ccncc1, c1cncc(CCCCNC2=Nc3cccc4cccc2c34)c1. The product is O=C(c1cccc(C(F)(F)F)c1)N(CCCCc1cccnc1)C1=Nc2cccc3cccc1c23. As a reaction SMILES: [F:24][C:25]([c:26]1[cH:27][c:28]([C:29](=[O:30])[Cl:31])[cH:32][cH:33][cH:34]1)([F:35])[F:36].[cH:37]1[cH:38][cH:39][n:40][cH:41][cH:42]1.[n:1]1[cH:2][c:3]([CH2:7][CH2:8][CH2:9][CH2:10][NH:11][C:12]2=[N:13][c:14]3[cH:15][cH:16][cH:17][c:18]4[c:19]3[c:20]2[cH:21][cH:22][cH:23]4)[cH:4][cH:5][cH:6]1>>[n:1]1[cH:2][c:3]([CH2:7][CH2:8][CH2:9][CH2:10][N:11]([C:12]2=[N:13][c:14]3[cH:15][cH:16][cH:17][c:18]4[c:19]3[c:20]2[cH:21][cH:22][cH:23]4)[C:29]([c:28]2[cH:27][c:26]([C:25]([F:24])([F:35])[F:36])[cH:34][cH:33][cH:32]2)=[O:30])[cH:4][cH:5][cH:6]1. Starting materials: crude product, ClC1=CC=C(CC=2N=C(SC2C2=NN(C=N2)COCC[Si](C)(C)C)C=2C(=NN3C2C=C(C=C3)C(OCC)OCC)C)C=C1 (3-[4-(4-Chlorobenzyl)-5-(1-{[2-(trimethylsilyl)ethoxy]methyl}-1H-1,2,4-triazol-3-yl)-1,3-thiazol-2-yl]-5-(diethoxymethyl)-2-methylpyrazolo[1,5-a]pyridine), Cl (hydrochloric acid), C(C)(=O)O (Acetic acid), C(=O)(O)[O-].[Na+] (NaHCO3). Run in O (water), O1CCOCC1 (1,4-dioxane). Run at time 15 hour. Product: ClC1=CC=C(CC=2N=C(SC2C2=NN=CN2)C=2C(=NN3C2C=C(C=C3)C=O)C)C=C1 (3-[4-(4-Chlorobenzyl)-5-(4H-1,2,4-triazol-3-yl)-1,3-thiazol-2-yl]-2-methylpyrazolo[1,5-a]pyridine-5-carbaldehyde). Yield: 97.1%. RXN SMILES: [Cl:1][C:2]1[CH:43]=[CH:42][C:5]([CH2:6][C:7]2[N:8]=[C:9]([C:25]3[C:26]([CH3:41])=[N:27][N:28]4[CH:33]=[CH:32][C:31]([CH:34](OCC)[O:35]CC)=[CH:30][C:29]=34)[S:10][C:11]=2[C:12]2[N:16]=[CH:15][N:14](COCC[Si](C)(C)C)[N:13]=2)=[CH:4][CH:3]=1.Cl.C(O)(=O)C.C([O-])(O)=O.[Na+]>O1CCOCC1.O>[Cl:1][C:2]1[CH:3]=[CH:4][C:5]([CH2:6][C:7]2[N:8]=[C:9]([C:25]3[C:26]([CH3:41])=[N:27][N:28]4[CH:33]=[CH:32][C:31]([CH:34]=[O:35])=[CH:30][C:29]=34)[S:10][C:11]=2[C:12]2[NH:16][CH:15]=[N:14][N:13]=2)=[CH:42][CH:43]=1 |f:3.4|. Reported procedure: 3-[4-(4-Chlorobenzyl)-5-(1-{[2-(trimethylsilyl)ethoxy]methyl}-1H-1,2,4-triazol-3-yl)-1,3-thiazol-2-yl]-5-(diethoxymethyl)-2-methylpyrazolo[1,5-a]pyridine (1.17 g, 1.83 mmol) was dissolved in 1,4-dioxane (45 mL) and cooled in a water bath. 12 M hydrochloric acid (15 mL) was added and the mixture was stirred at rt for 15 hours. Acetic acid (40 mL, 700 mmol) was added and the suspension was stirred at rt for 24 hours then heated to 70° C. for 2 hours, then evaporated. The solid residue was stirred ... Reactants: B(Br)(Br)Br (boron tribromide), COC=1C=C2C=CC(=C(C2=CC1)OC1=CC=C(C=C1)OCCN1CCCCC1)C1=CC=C(C=C1)S(=O)(=O)N(C)C (4-{6-Methoxy-1-[4-(2-piperidin-1-yl-ethoxy)-phenoxy]-naphthalen-2-yl}-N,N-dimethyl-benzenesulfonamide), Cl (hydrochloric acid), C(C)OCC (diethyl ether). Solvent: ClCCl (dichloromethane), ClCCl (dichloromethane). Yields the product Cl.OC=1C=C2C=CC(=C(C2=CC1)OC1=CC=C(C=C1)OCCN1CCCCC1)C1=CC=C(C=C1)S(=O)(=O)N(C)C (4-{6-Hydroxy-1-[4-(2-piperidin-1-yl-ethoxy)-phenoxy]-naphthalen-2-yl}-N,N-dimethyl-benzenesulfonamide Hydrochloride). The yield is 77.0%. Reaction SMILES: C[O:2][C:3]1[CH:4]=[C:5]2[C:10](=[CH:11][CH:12]=1)[C:9]([O:13][C:14]1[CH:19]=[CH:18][C:17]([O:20][CH2:21][CH2:22][N:23]3[CH2:28][CH2:27][CH2:26][CH2:25][CH2:24]3)=[CH:16][CH:15]=1)=[C:8]([C:29]1[CH:34]=[CH:33][C:32]([S:35]([N:38]([CH3:40])[CH3:39])(=[O:37])=[O:36])=[CH:31][CH:30]=1)[CH:7]=[CH:6]2.[ClH:41].C(OCC)C.B(Br)(Br)Br>ClCCl>[ClH:41].[OH:2][C:3]1[CH:4]=[C:5]2[C:10](=[CH:11][CH:12]=1)[C:9]([O:13][C:14]1[CH:19]=[CH:18][C:17]([O:20][CH2:21][CH2:22][N:23]3[CH2:24][CH2:25][CH2:26][CH2:27][CH2:28]3)=[CH:16][CH:15]=1)=[C:8]([C:29]1[CH:30]=[CH:31][C:32]([S:35]([N:38]([CH3:40])[CH3:39])(=[O:36])=[O:37])=[CH:33][CH:34]=1)[CH:7]=[CH:6]2 |f:5.6|. Procedure: In a round bottom flask place the product of Example 64 (120 mg, 0.214 mmol), dichloromethane (5 mL) and a 1.0 M hydrochloric acid in diethyl ether solution (0.43 mL, 0.43 mmol). Shake this solution at ambient temperature for 2 minutes then evaporate it in vacuo. After drying on vacuum, add dichloromethane (10 mL) and place this solution in an ice bath with stirring. Add a solution of 1.0 M boron tribromide in dichloromethane (0.750 mL, 0.750 mmol) and stir the reaction for 3-4 hours, keeping th...